This data is from the Open Reaction Database (ORD), a public repository of structured organic reaction records. The task is: describe an organic reaction: reactants, conditions, products, and yield Reactants: CO, Cn1cc(C(=O)O)c(Nc2ccc3ccccc3c2Cl)cc1=O, NOCCO, O. The product is Cn1cc(C(=O)NOCCO)c(Nc2ccc3ccccc3c2Cl)cc1=O. As a reaction SMILES: [CH3:30][OH:31].[Cl:6][c:7]1[c:8]([NH:17][c:18]2[c:19]([C:26](=[O:27])[OH:28])[cH:20][n:21]([CH3:25])[c:22](=[O:24])[cH:23]2)[cH:9][cH:10][c:11]2[cH:12][cH:13][cH:14][cH:15][c:16]12.[NH2:1][O:2][CH2:3][CH2:4][OH:5].[OH2:29]>>[NH:1]([O:2][CH2:3][CH2:4][OH:5])[C:26]([c:19]1[c:18]([NH:17][c:8]2[c:7]([Cl:6])[c:16]3[c:11]([cH:10][cH:9]2)[cH:12][cH:13][cH:14][cH:15]3)[cH:23][c:22](=[O:24])[n:21]([CH3:25])[cH:20]1)=[O:27]. The reactants are [Al+3], C1CCOC1, [H-], [H-], [H-], [H-], [Li+], COC(=O)c1cc2cnccc2s1. Yields the product OCc1cc2cnccc2s1. As a reaction SMILES: [Al+3:15].[CH2:20]1[O:21][CH2:22][CH2:23][CH2:24]1.[H-:14].[H-:17].[H-:18].[H-:19].[Li+:16].[s:1]1[c:2]([C:10](=[O:11])[O:12][CH3:13])[cH:3][c:4]2[cH:5][n:6][cH:7][cH:8][c:9]12>>[s:1]1[c:2]([CH2:10][OH:11])[cH:3][c:4]2[cH:5][n:6][cH:7][cH:8][c:9]12. Starting materials: FC(F)(F)I, N, C1CCOC1, Fc1ccc(-c2cnc(S)nc2-c2ccc(F)cc2)cc1. The product is Fc1ccc(-c2cnc(SC(F)(F)F)nc2-c2ccc(F)cc2)cc1. Reaction SMILES: [F:23][C:24]([F:25])([F:26])[I:27].[NH3:22].[O:28]1[CH2:29][CH2:30][CH2:31][CH2:32]1.[SH:1][c:2]1[n:3][cH:4][c:5](-[c:15]2[cH:16][cH:17][c:18]([F:21])[cH:19][cH:20]2)[c:6](-[c:8]2[cH:9][cH:10][c:11]([F:14])[cH:12][cH:13]2)[n:7]1>>[S:1]([c:2]1[n:3][cH:4][c:5](-[c:15]2[cH:16][cH:17][c:18]([F:21])[cH:19][cH:20]2)[c:6](-[c:8]2[cH:9][cH:10][c:11]([F:14])[cH:12][cH:13]2)[n:7]1)[C:24]([F:23])([F:25])[F:26]. Reactants: BrC1=CC=C(C=C1)C1(CCNCC1)O (4-(4-Bromophenyl)-4-piperidinol). Run in FC(C(=O)O)(F)F (trifluoroacetic acid). Run at temperature 90 celsius. Product: BrC1=CC=C(C=C1)C=1CCNCC1 (4-(4-bromophenyl)-1,2,3,6-tetrahydropyridine). As a reaction SMILES: [Br:1][C:2]1[CH:7]=[CH:6][C:5]([C:8]2(O)[CH2:13][CH2:12][NH:11][CH2:10][CH2:9]2)=[CH:4][CH:3]=1>FC(F)(F)C(O)=O>[Br:1][C:2]1[CH:7]=[CH:6][C:5]([C:8]2[CH2:13][CH2:12][NH:11][CH2:10][CH:9]=2)=[CH:4][CH:3]=1. Procedure: 4-(4-Bromophenyl)-4-piperidinol (68 g, 0.27 mol) was added in small portions to a solution of trifluoroacetic acid (205 ml) at r.t. and the mixture was heated at 90° C. for 2 hr. Solvents were then removed in vacuum to give 4-(4-bromophenyl)-1,2,3,6-tetrahydropyridine as pale yellow oil. The yellow oil was used in the next step without further purification.